Task: describe an organic reaction: reactants, conditions, products, and yield. Dataset: the Open Reaction Database (ORD), a public repository of structured organic reaction records As a reaction SMILES: [H-].[Na+].[C:3]([O:7][CH3:8])(=[O:6])[CH2:4][SH:5].[N:9]1([CH2:15][C:16]2[CH:21]=[CH:20][N:19]=[C:18]([O:22][CH2:23]/[CH:24]=[CH:25]\[CH2:26][NH:27][C:28](=[O:34])[CH2:29][CH2:30][CH2:31][CH2:32]Cl)[CH:17]=2)[CH2:14][CH2:13][CH2:12][CH2:11][CH2:10]1>O1CCCC1>[N:9]1([CH2:15][C:16]2[CH:21]=[CH:20][N:19]=[C:18]([O:22][CH2:23]/[CH:24]=[CH:25]\[CH2:26][NH:27][C:28](=[O:34])[CH2:29][CH2:30][CH2:31][CH2:32][S:5][CH2:4][C:3]([O:7][CH3:8])=[O:6])[CH:17]=2)[CH2:14][CH2:13][CH2:12][CH2:11][CH2:10]1 |f:0.1|. The product is N1(CCCCC1)CC1=CC(=NC=C1)OC\C=C/CNC(CCCCSCC(=O)OC)=O (N-[4-(4-Piperidinomethyl-2-pyridyloxy)-cis-2-butenyl]-5-(methoxycarbonylmethylthio)pentanamide). Run at time 30 minute. Starting materials: [H-].[Na+] (sodium hydride), N1(CCCCC1)CC1=CC(=NC=C1)OC\C=C/CNC(CCCCCl)=O (N-[4-(4-piperidinomethyl-2-pyridyloxy)-cis-2-butenyl]-5-chloropentanamide), C(CS)(=O)OC (methyl thioglycolate). Procedure details: 344 mg of sodium hydride (as a 55% w/w dispersion in mineral oil) were added, whilst ice-cooling and in an atmosphere of nitrogen, to a solution of 0.35 ml of methyl thioglycolate in 90 ml of tetrahydrofuran, and the resulting mixute was stirred at room temperature for 30 minutes. At the end of this time, it was cooled with ice, and a solution of 2.94 g of N-[4-(4-piperidinomethyl-2-pyridyloxy)-cis-2-butenyl]-5-chloropentanamide [prepared as described in step (a) above] in 30 ml of tetrahydrofur... Run in O1CCCC1 (tetrahydrofuran), O1CCCC1 (tetrahydrofuran). The yield is 89.0%. The reactants are O=Cc1cc(Br)ccc1F, CN(C)C=O, Oc1ccc(Cl)c(Cl)c1, [K+], [K+], O=C([O-])[O-]. The product is O=Cc1cc(Br)ccc1Oc1ccc(Cl)c(Cl)c1. RXN SMILES: [Br:16][c:17]1[cH:18][cH:19][c:20]([F:25])[c:21]([CH:22]=[O:23])[cH:24]1.[CH3:26][N:27]([CH3:28])[CH:29]=[O:30].[Cl:7][c:8]1[cH:9][c:10]([OH:15])[cH:11][cH:12][c:13]1[Cl:14].[K+:1].[K+:2].[O-:3][C:4]([O-:5])=[O:6]>>[Cl:7][c:8]1[cH:9][c:10]([O:15][c:20]2[cH:19][cH:18][c:17]([Br:16])[cH:24][c:21]2[CH:22]=[O:23])[cH:11][cH:12][c:13]1[Cl:14]. Reactants: Cl.Cl.NC1=CC2=C(CCN(CC2)C(C)C)S1 (2-amino-5,6,7,8-tetrahydro-6-isopropyl-4H-thieno[2,3-d]azepine dihydrochloride), [S-]C#N.[K+] (potassium thiocyanate), BrBr (bromine). Yields the product Cl.Cl.NC=1SC2=C(SC=3CCN(CCC32)C(C)C)N1 (2-Amino-7-isopropyl-6,7,8,9-tetrahydro-5H-thiazolo[4',5':5,4]thieno[2,3-d]azepine dihydrochloride). RXN SMILES: [ClH:1].Cl.[NH2:3][C:4]1[S:16][C:7]2[CH2:8][CH2:9][N:10]([CH:13]([CH3:15])[CH3:14])[CH2:11][CH2:12][C:6]=2[CH:5]=1.[S-:17][C:18]#[N:19].[K+].BrBr>>[ClH:1].[ClH:1].[NH2:19][C:18]1[S:17][C:5]2[C:6]3[CH2:12][CH2:11][N:10]([CH:13]([CH3:14])[CH3:15])[CH2:9][CH2:8][C:7]=3[S:16][C:4]=2[N:3]=1 |f:0.1.2,3.4,6.7.8|. Procedure: This compound was prepared from 2-amino-5,6,7,8-tetrahydro-6-isopropyl-4H-thieno[2,3-d]azepine dihydrochloride, potassium thiocyanate and bromine analogous to Example 1. Reactants: C(C)N(C1=CC=C(C(=O)OC)C=C1)S(=O)(=O)C1=CC(=CC=C1)C(NC=1SC2=C(C1C(NC1=CC=C(C=C1)CCC1=CC=C(C=C1)C(=O)OC)=O)CCCC2)=O (methyl 4-(ethyl{[3-({3-[(4-{2-[4-(methoxycarbonyl)phenyl]ethyl}phenyl)carbamoyl]-4,5,6,7-tetrahydro-1-benzothiophen-2-yl}carbamoyl)phenyl]sulfonyl}amino)benzoate), [OH-].[Na+] (sodium hydroxide). Solvent: CO (methanol). Reaction conditions: temperature 60 celsius, time 15 hour. The product is C(=O)(O)C1=CC=C(C=C1)CCC1=CC=C(C=C1)NC(=O)C1=C(SC2=C1CCCC2)NC(=O)C=2C=C(C=CC2)S(=O)(=O)N(C2=CC=C(C(=O)O)C=C2)CC (4-{[(3-{[3-({4-[2-(4-carboxyphenyl)ethyl]phenyl}carbamoyl)-4,5,6,7-tetrahydro-1-benzothiophen-2-yl]carbamoyl}phenyl)sulfonyl](ethyl)amino}benzoic acid). The yield is 93.5%. RXN SMILES: [CH2:1]([N:3]([S:14]([C:17]1[CH:22]=[CH:21][CH:20]=[C:19]([C:23](=[O:55])[NH:24][C:25]2[S:26][C:27]3[CH2:54][CH2:53][CH2:52][CH2:51][C:28]=3[C:29]=2[C:30](=[O:50])[NH:31][C:32]2[CH:37]=[CH:36][C:35]([CH2:38][CH2:39][C:40]3[CH:45]=[CH:44][C:43]([C:46]([O:48]C)=[O:47])=[CH:42][CH:41]=3)=[CH:34][CH:33]=2)[CH:18]=1)(=[O:16])=[O:15])[C:4]1[CH:13]=[CH:12][C:7]([C:8]([O:10]C)=[O:9])=[CH:6][CH:5]=1)[CH3:2].[OH-].[Na+]>CO>[C:46]([C:43]1[CH:44]=[CH:45][C:40]([CH2:39][CH2:38][C:35]2[CH:34]=[CH:33][C:32]([NH:31][C:30]([C:29]3[C:28]4[CH2:51][CH2:52][CH2:53][CH2:54][C:27]=4[S:26][C:25]=3[NH:24][C:23]([C:19]3[CH:18]=[C:17]([S:14]([N:3]([CH2:1][CH3:2])[C:4]4[CH:5]=[CH:6][C:7]([C:8]([OH:10])=[O:9])=[CH:12][CH:13]=4)(=[O:15])=[O:16])[CH:22]=[CH:21][CH:20]=3)=[O:55])=[O:50])=[CH:37][CH:36]=2)=[CH:41][CH:42]=1)([OH:48])=[O:47] |f:1.2|. Procedure: To a mixture of 275 mg of methyl 4-(ethyl{[3-({3-[(4-{2-[4-(methoxycarbonyl)phenyl]ethyl}phenyl)carbamoyl]-4,5,6,7-tetrahydro-1-benzothiophen-2-yl}carbamoyl)phenyl]sulfonyl}amino)benzoate and 5.0 mL of methanol was added 2.0 mL of a 1 M aqueous sodium hydroxide solution, followed by stirring at 60° C. for 15 hours. The reaction mixture was concentrated under reduced pressure, then to the residue was added 1 M hydrochloric acid, and the precipitate was collected by filtration. The obtained yellow... Starting materials: Cl.CC1N(CCC1)CC(=O)O (2-(2-methylpyrrolidin-1-yl)acetic acid hydrochloride), N[C@H](C(=O)NC1=CC=C(C=C1)OC1=CC=C(C=C1)F)COCC1=CC=CC=C1 ((S)-2-amino-3-(benzyloxy)-N-(4-(4-fluorophenoxy)phenyl)propanamide). Product: Compound 63, C(C1=CC=CC=C1)OC[C@@H](C(=O)NC1=CC=C(C=C1)OC1=CC=C(C=C1)F)NC(CN1C(CCC1)C)=O ((2S)-3-(benzyloxy)-N-(4-(4-fluorophenoxy)phenyl)-2-(2-(2-methylpyrrolidin-1-yl)acetamido)propanamide). Yield: 47.0%. As a reaction SMILES: Cl.[CH3:2][CH:3]1[CH2:7][CH2:6][CH2:5][N:4]1[CH2:8][C:9]([OH:11])=O.[NH2:12][C@@H:13]([CH2:31][O:32][CH2:33][C:34]1[CH:39]=[CH:38][CH:37]=[CH:36][CH:35]=1)[C:14]([NH:16][C:17]1[CH:22]=[CH:21][C:20]([O:23][C:24]2[CH:29]=[CH:28][C:27]([F:30])=[CH:26][CH:25]=2)=[CH:19][CH:18]=1)=[O:15]>>[CH2:33]([O:32][CH2:31][C@H:13]([NH:12][C:9](=[O:11])[CH2:8][N:4]1[CH2:5][CH2:6][CH2:7][CH:3]1[CH3:2])[C:14]([NH:16][C:17]1[CH:22]=[CH:21][C:20]([O:23][C:24]2[CH:29]=[CH:28][C:27]([F:30])=[CH:26][CH:25]=2)=[CH:19][CH:18]=1)=[O:15])[C:34]1[CH:39]=[CH:38][CH:37]=[CH:36][CH:35]=1 |f:0.1|. Procedure details: Proceeding as in Example 1, but substituting 2-(2-methylpyrrolidin-1-yl)acetic acid hydrochloride and (S)-2-amino-3-(benzyloxy)-N-(4-(4-fluorophenoxy)phenyl)propanamide, gave Compound 63, (2S)-3-(benzyloxy)-N-(4-(4-fluorophenoxy)phenyl)-2-(2-(2-methylpyrrolidin-1-yl)acetamido)propanamide (19 mg, 47%). 1H-NMR (400 MHz, DMSO-D6): σ 10.22 (s, 1H), 7.93 (t, 1H), 7.60 (d, 2H), 7.29 (m, 5H), 7.19 (m, 2H), 7.00 (m, 4H), 4.73 (s, 1H), 4.52 (s, 2H), 3.69 (m, 2H), 3.05 (m, 1H), 2.82 (m, 1H), 2.46 (m, 1H),... The reactants are BrC1=C2C=CC=NC2=C(C(=N1)C(=O)OC)O (methyl 5-bromo-8-hydroxy-[1,6]-naphthyridine-7-carboxylate), COC1=CC=C(CCl)C=C1 (4-methoxybenzyl chloride), C(=O)([O-])[O-].[Cs+].[Cs+] (Cs2CO3), COC1=CC=C(CCl)C=C1 (4-methoxybenzyl chloride), C(=O)([O-])[O-].[Cs+].[Cs+] (Cs2CO3). Solvent: CN(C)C=O (DMF). Conditions: temperature 50 celsius, time 8 hour. Product: BrC1=C2C=CC=NC2=C(C(=N1)C(=O)OC)OCC1=CC=C(C=C1)OC (methyl 5-bromo-8-[(4-methoxybenzyl)oxy]-[1,6]-naphthyridine-7-carboxylate). As a reaction SMILES: [Br:1][C:2]1[N:11]=[C:10]([C:12]([O:14][CH3:15])=[O:13])[C:9]([OH:16])=[C:8]2[C:3]=1[CH:4]=[CH:5][CH:6]=[N:7]2.[CH3:17][O:18][C:19]1[CH:26]=[CH:25][C:22]([CH2:23]Cl)=[CH:21][CH:20]=1.C([O-])([O-])=O.[Cs+].[Cs+]>CN(C=O)C>[Br:1][C:2]1[N:11]=[C:10]([C:12]([O:14][CH3:15])=[O:13])[C:9]([O:16][CH2:23][C:22]2[CH:25]=[CH:26][C:19]([O:18][CH3:17])=[CH:20][CH:21]=2)=[C:8]2[C:3]=1[CH:4]=[CH:5][CH:6]=[N:7]2 |f:2.3.4|. Reported procedure: A mixture of methyl 5-bromo-8-hydroxy-[1,6]-naphthyridine-7-carboxylate (7.73 g, 27.4 mmol), 4-methoxybenzyl chloride (5.15 g, 32.9 mmol), and Cs2CO3 (10.7 g, 32.9 mmol) in DMF (150 mL) was stirred in an oil bath at 50° C. overnight. Additional quantity of 4-methoxybenzyl chloride (0.6 g), and Cs2CO3 (1 g) was added, and the mixture heated at the same temperature for 8 hour. The resulting mixture was filtered and concentrated under vacuum. The residue was partitioned between dichloromethane and ...